Task: describe an organic reaction: reactants, conditions, products, and yield. Dataset: the Open Reaction Database (ORD), a public repository of structured organic reaction records Reported procedure: The title compound was prepared from (S)-6-(2-hydroxy-2-methylpropyl)-6-phenyl-3-((S)-1-(4-(4,4,5,5-tetramethyl-1,3,2-dioxaborolan-2-yl)phenyl)ethyl)-1,3-oxazinan-2-one and 4-bromo-1,5,6-trimethylpyridin-2(1H)-one following a procedure analogous to that described in Example 6 Step 1. LC-MS Method 2 tR=1.187 min, m/z=489.2; 1H NMR (CDCl3) 1.10 (s, 3H), 1.15 (s, 3H), 1.32 (m, 3H), 1.52 (m, 3H), 1.72 (s, 1H),2.18 (m, 3H), 2.19 (m, 1H), 2.42 (m, 4H), 2.86 (m, 1H), 4.12 (m, 2H), 5.66 (m, 1H), 6.16 (s... RXN SMILES: [OH:1][C:2]([CH3:35])([CH3:34])[CH2:3][C@@:4]1([C:28]2[CH:33]=[CH:32][CH:31]=[CH:30][CH:29]=2)[O:9][C:8](=[O:10])[N:7]([C@H:11]([C:13]2[CH:18]=[CH:17][C:16](B3OC(C)(C)C(C)(C)O3)=[CH:15][CH:14]=2)[CH3:12])[CH2:6][CH2:5]1.Br[C:37]1[C:42]([CH3:43])=[C:41]([CH3:44])[N:40]([CH3:45])[C:39](=[O:46])[CH:38]=1>>[OH:1][C:2]([CH3:35])([CH3:34])[CH2:3][C@@:4]1([C:28]2[CH:29]=[CH:30][CH:31]=[CH:32][CH:33]=2)[O:9][C:8](=[O:10])[N:7]([C@H:11]([C:13]2[CH:14]=[CH:15][C:16]([C:37]3[C:42]([CH3:43])=[C:41]([CH3:44])[N:40]([CH3:45])[C:39](=[O:46])[CH:38]=3)=[CH:17][CH:18]=2)[CH3:12])[CH2:6][CH2:5]1. Reactants: OC(C[C@@]1(CCN(C(O1)=O)[C@@H](C)C1=CC=C(C=C1)B1OC(C(O1)(C)C)(C)C)C1=CC=CC=C1)(C)C ((S)-6-(2-hydroxy-2-methylpropyl)-6-phenyl-3-((S)-1-(4-(4,4,5,5-tetramethyl-1,3,2-dioxaborolan-2-yl)phenyl)ethyl)-1,3-oxazinan-2-one), BrC1=CC(N(C(=C1C)C)C)=O (4-bromo-1,5,6-trimethylpyridin-2(1H)-one). The product is OC(C[C@@]1(CCN(C(O1)=O)[C@@H](C)C1=CC=C(C=C1)C1=CC(N(C(=C1C)C)C)=O)C1=CC=CC=C1)(C)C ((S)-6-(2-hydroxy-2-methylpropyl)-6-phenyl-3-((S)-1-(4-(1,5,6-trimethyl-2-oxo-1,2-dihydropyridin-4-yl)phenyl)ethyl)-1,3-oxazinan-2-one). The reactants are O=C1C(C2(CCOC(N12)(C)C)C)(CO)C (8-oxo-2,2,6,7-tetramethyl-7-(hydroxymethyl)-3-oxa-1-azabicyclo[4.2.0]octane), [OH-].[K+] (potassium hydroxide), CCOCC (ether), ClC(=O)OCC1=CC=C(C=C1)[N+](=O)[O-] (p-nitrobenzyl chloroformate). RXN SMILES: [O:1]=[C:2]1[N:9]2[C:4]([CH3:12])([CH2:5][CH2:6][O:7][C:8]2([CH3:11])[CH3:10])[C:3]1([CH3:15])[CH2:13][OH:14].[OH-:16].[K+].ClC(O[CH2:22][C:23]1[CH:28]=[CH:27][C:26]([N+:29]([O-:31])=[O:30])=[CH:25][CH:24]=1)=O.CC[O:34][CH2:35]C>>[O:1]=[C:2]1[N:9]2[C:4]([CH3:12])([CH2:5][CH2:6][O:7][C:8]2([CH3:10])[CH3:11])[C:3]1([CH3:15])[CH2:13][O:14][O:16][C:35]([CH2:22][C:23]1[CH:24]=[CH:25][C:26]([N+:29]([O-:31])=[O:30])=[CH:27][CH:28]=1)=[O:34] |f:1.2|. Procedure details: Under anhydrous conditions at 0° C. a solution of 8-oxo-2,2,6,7-tetramethyl-7-(hydroxymethyl)-3-oxa-1-azabicyclo[4.2.0]octane (0.302 mmole) in 0.6 ml ether is treated with powdered potassium hydroxide (19 mg, 0.332 mmole). After a period of 15 minutes, p-nitrobenzyl chloroformate (65 mg, 0.302 mmole) is added to the reaction mixture. Stirring is continued at 25° C. for an additional 15 hours. The mixture is partitioned between 1 M pH 7 phosphate buffer and more ether. The ether phase is washed w... Run at time 15 minute. Product: O=C1C(C2(CCOC(N12)(C)C)C)(COOC(=O)CC1=CC=C(C=C1)[N+](=O)[O-])C (8-oxo-2,2,6,7-tetramethyl-7-(p-nitrobenzylcarbonyldioxymethyl)-3-oxa-1-azabicyclo[4.2.0]octane). Reactants: CC(C)(C)OC(=O)N1C2C=C(B3OC(C)(C)C(C)(C)O3)CC1CC2, N#Cc1cccc(Br)c1OCc1ccccc1, C1CCOC1, [Na+], [Na+], O=C([O-])[O-], O. The product is CC(C)(C)OC(=O)N1C2C=C(c3cccc(C#N)c3OCc3ccccc3)CC1CC2. Reaction SMILES: [C:18]([CH3:19])([CH3:20])([CH3:21])[O:22][C:23](=[O:24])[N:25]1[CH:26]2[CH:27]=[C:28]([B:33]3[O:34][C:35]([CH3:36])([CH3:37])[C:38]([CH3:39])([CH3:40])[O:41]3)[CH2:29][CH:30]1[CH2:31][CH2:32]2.[CH2:1]([c:2]1[cH:3][cH:4][cH:5][cH:6][cH:7]1)[O:8][c:9]1[c:10]([C:11]#[N:12])[cH:13][cH:14][cH:15][c:16]1[Br:17].[CH2:42]1[O:43][CH2:44][CH2:45][CH2:46]1.[Na+:47].[Na+:48].[O-:49][C:50](=[O:51])[O-:52].[OH2:53]>>[CH2:1]([c:2]1[cH:3][cH:4][cH:5][cH:6][cH:7]1)[O:8][c:9]1[c:10]([C:11]#[N:12])[cH:13][cH:14][cH:15][c:16]1[C:28]1=[CH:27][CH:26]2[N:25]([C:23]([O:22][C:18]([CH3:19])([CH3:20])[CH3:21])=[O:24])[CH:30]([CH2:29]1)[CH2:31][CH2:32]2. The reactants are 8(a), C1CCOC1 (THF), Cl (HCl), C[Mg+].[Br-] (MeMgBr), C1(=CC=CC=C1)C1=C2CC(C(C2=CC=C1)=O)CCC1C(C2=CC=CC(=C2C1)C1=CC=CC=C1)=O (1,2-bis(4-phenyl-indanonyl)ethane). Run in CCOCC (Et2O). Run at temperature 20 celsius, time 2 hour. Product: ligand, CC1(CC=CC=C1)C1C(=CC2=CC=CC=C12)CCC=1C(C2=CC=CC=C2C1)C1(CC=CC=C1)C (1,2-bis(l-methyl-phenyl-2-indenyl)ethane). The yield is 69.0%. As a reaction SMILES: C[Mg+].[Br-].C1([C:10]2[CH:18]=[CH:17][CH:16]=[C:15]3[C:11]=2[CH2:12][CH:13]([CH2:20][CH2:21][CH:22]2[CH2:30][C:29]4[C:24](=[CH:25]C=CC=4C4C=CC=CC=4)[C:23]2=O)[C:14]3=O)C=CC=CC=1.Cl.[CH2:39]1[CH2:43]O[CH2:41][CH2:40]1>CCOCC>[CH3:41][C:40]1([CH:12]2[C:11]3[C:10](=[CH:18][CH:17]=[CH:16][CH:15]=3)[CH:14]=[C:13]2[CH2:20][CH2:21][C:22]2[CH:30]([C:11]3([CH3:12])[CH:10]=[CH:18][CH:17]=[CH:16][CH2:15]3)[C:29]3[C:24]([CH:23]=2)=[CH:25][CH:14]=[CH:13][CH:20]=3)[CH:21]=[CH:22][CH:23]=[CH:43][CH2:39]1 |f:0.1|. Reported procedure: To a solution of 67.8 mL MeMgBr (3M in ether) in 100 mL Et2O was added a solution of 15 g (33.9 mmol) of 1,2-bis(4-phenyl-indanonyl)ethane, prepared as described in the above synthesis 8(a), in 150 mL THF, over a period of 45 minutes, at 0° C. The formation of a white/beige precipitate was observed. The reaction mixture was allowed to warm to 20° C. and was maintained under stirring for 2 hours. The reaction mixture was then poured into ice and acidified to pH 1, with 37% HCl, and finally extrac... Starting materials: CS(=O)(=O)c1ccc(CBr)c(C(F)(F)F)c1, CCOC(=O)Cc1c(C)[nH]c2ccc(F)cc12, CS(C)=O, [H-], [I-], [Na+], [Na+], O. The product is CCOC(=O)Cc1c(C)n(Cc2ccc(S(C)(=O)=O)cc2C(F)(F)F)c2ccc(F)cc12. As a reaction SMILES: [Br:20][CH2:21][c:22]1[c:23]([C:32]([F:33])([F:34])[F:35])[cH:24][c:25]([S:28](=[O:29])(=[O:30])[CH3:31])[cH:26][cH:27]1.[CH2:1]([CH3:2])[O:3][C:4]([CH2:5][c:6]1[c:7]([CH3:16])[nH:8][c:9]2[cH:10][cH:11][c:12]([F:15])[cH:13][c:14]12)=[O:17].[CH3:38][S:39]([CH3:40])=[O:41].[H-:18].[I-:37].[Na+:19].[Na+:36].[OH2:42]>>[CH2:1]([CH3:2])[O:3][C:4]([CH2:5][c:6]1[c:7]([CH3:16])[n:8]([CH2:21][c:22]2[c:23]([C:32]([F:33])([F:34])[F:35])[cH:24][c:25]([S:28](=[O:29])(=[O:30])[CH3:31])[cH:26][cH:27]2)[c:9]2[cH:10][cH:11][c:12]([F:15])[cH:13][c:14]12)=[O:17]. The reactants are ice water, [H-].[Na+] (Sodium hydride), oil, ice, ClC1CCN(CC1)C(=O)OC1=CC=CC=C1 (phenyl 4-chloro-1-piperidine-carboxylate), SC1=CC=NC=C1 (4-mercaptopyridine). Run in CN(C=O)C (N,N-dimethylformamide). Run at time 4.5 hour. Yields the product N1=CC=C(C=C1)SC1CCN(CC1)C(=O)OC1=CC=CC=C1 (phenyl 4-[(4-pyridyl)thio]-1-piperidine-carboxylate). The yield is 81.8%. RXN SMILES: [H-].[Na+].Cl[CH:4]1[CH2:9][CH2:8][N:7]([C:10]([O:12][C:13]2[CH:18]=[CH:17][CH:16]=[CH:15][CH:14]=2)=[O:11])[CH2:6][CH2:5]1.[SH:19][C:20]1[CH:25]=[CH:24][N:23]=[CH:22][CH:21]=1>CN(C)C=O>[N:23]1[CH:24]=[CH:25][C:20]([S:19][CH:4]2[CH2:9][CH2:8][N:7]([C:10]([O:12][C:13]3[CH:18]=[CH:17][CH:16]=[CH:15][CH:14]=3)=[O:11])[CH2:6][CH2:5]2)=[CH:21][CH:22]=1 |f:0.1|. Reported procedure: 60% Sodium hydride dispersion in a mineral oil (2.40 g) was slowly added to an ice-cooled solution of phenyl 4-chloro-1-piperidine-carboxylate (15.2 g) and 4-mercaptopyridine (6.66 g) in dry N,N-dimethylformamide (150 ml) with stirring under nitrogen gas. The mixture was stirred at the same temperature for 30 minutes and then at 80° C. for 4.5 hours. The resultant reaction mixture was poured into ice-water and extracted with diethyl ether. The extract was washed with water, dried over magnesium ... The reactants are [BH4-], CC(=O)O, COc1ccc(C2Sc3cc(Cl)ccc3NC(=O)C2=O)cc1, CC(C)(C)C(N)C(=O)O, [Na+], C1CCOC1, C1CCOC1. Yields the product COc1ccc(C2Sc3cc(Cl)ccc3NC(=O)C2O)cc1. RXN SMILES: [BH4-:10].[C:39]([OH:40])(=[O:41])[CH3:42].[Cl:12][c:13]1[cH:14][c:15]2[c:16]([cH:32][cH:33]1)[NH:17][C:18](=[O:31])[C:19](=[O:30])[CH:20]([c:22]1[cH:23][cH:24][c:25]([O:28][CH3:29])[cH:26][cH:27]1)[S:21]2.[NH2:1][CH:2]([C:3]([OH:4])=[O:5])[C:6]([CH3:7])([CH3:8])[CH3:9].[Na+:11].[O:34]1[CH2:35][CH2:36][CH2:37][CH2:38]1.[O:43]1[CH2:44][CH2:45][CH2:46][CH2:47]1>>[Cl:12][c:13]1[cH:14][c:15]2[c:16]([cH:32][cH:33]1)[NH:17][C:18](=[O:31])[CH:19]([OH:30])[CH:20]([c:22]1[cH:23][cH:24][c:25]([O:28][CH3:29])[cH:26][cH:27]1)[S:21]2.